This data is from the Open Reaction Database (ORD), a public repository of structured organic reaction records. The task is: describe an organic reaction: reactants, conditions, products, and yield Reactants: CO, CCOC(=O)c1cc(N)ccc1Oc1cncc(Cl)c1. Yields the product CCOC(=O)c1cc(N)ccc1Oc1cccnc1. RXN SMILES: [CH3:21][OH:22].[NH2:1][c:2]1[cH:3][cH:4][c:5]([O:13][c:14]2[cH:15][c:16]([Cl:20])[cH:17][n:18][cH:19]2)[c:6]([C:7](=[O:8])[O:9][CH2:10][CH3:11])[cH:12]1>>[NH2:1][c:2]1[cH:3][cH:4][c:5]([O:13][c:14]2[cH:15][cH:16][cH:17][n:18][cH:19]2)[c:6]([C:7](=[O:8])[O:9][CH2:10][CH3:11])[cH:12]1. The reactants are Ice water, C(C)(=O)OCC (ethyl acetate), C([O-])([O-])=O.[Cs+].[Cs+] (Cesium carbonate), ClCC(C)=O (chloroacetone), C(=O)NC1=C(C=C(C(=O)OC)C=C1)OC (methyl 4-(formylamino)-3-methoxybenzoate), C([O-])([O-])=O.[Cs+].[Cs+] (cesium carbonate), ClCC(C)=O (chloroacetone). The reagents and catalysts are [I-].[K+] (potassium iodide). The solvent is CN(C)C=O (DMF). Conditions: time 3 hour. Yields the product C(=O)N(C1=C(C=C(C(=O)OC)C=C1)OC)CC(C)=O (methyl 4-[formyl(2-oxopropyl)amino]-3-methoxybenzoate). Reaction SMILES: [CH:1]([NH:3][C:4]1[CH:13]=[CH:12][C:7]([C:8]([O:10][CH3:11])=[O:9])=[CH:6][C:5]=1[O:14][CH3:15])=[O:2].C(=O)([O-])[O-].[Cs+].[Cs+].Cl[CH2:23][C:24](=[O:26])[CH3:25].C(OCC)(=O)C>CN(C=O)C.[I-].[K+]>[CH:1]([N:3]([CH2:23][C:24](=[O:26])[CH3:25])[C:4]1[CH:13]=[CH:12][C:7]([C:8]([O:10][CH3:11])=[O:9])=[CH:6][C:5]=1[O:14][CH3:15])=[O:2] |f:1.2.3,7.8|. Procedure: To a mixture of methyl 4-(formylamino)-3-methoxybenzoate (25.8 g), cesium carbonate (80.4 g) and potassium iodide (2.04 g) in DMF (115 mL) was added dropwise chloroacetone (19.6 mL) at room temperature, and the mixture was stirred at room temperature for 3 hr. Cesium carbonate (40.2 g) and chloroacetone (9.8 mL) were added to the reaction mixture, and the mixture was stirred at room temperature for 2 hr. Ice water and ethyl acetate were added to the reaction mixture, and the organic layer was se... Starting materials: C(C)OC(=O)C=1C=NC2=C(C=CC=C2C1NC(C)C)OC (4-isopropylamino-8-methoxy-quinoline-3-carboxylic acid ethyl ester), C(CC)N=C=O (n-propyl isocyanate). Yields the product C(C)(C)N1C(N(C(C=2C=NC=3C(=CC=CC3C21)OC)=O)CCC)=O (1-Isopropyl-7-methoxy-3-propyl-1H-pyrimido[5,4-c]quinoline-2,4-dione). Yield: 35.1%. RXN SMILES: C(O[C:4]([C:6]1[CH:7]=[N:8][C:9]2[C:14]([C:15]=1[NH:16][CH:17]([CH3:19])[CH3:18])=[CH:13][CH:12]=[CH:11][C:10]=2[O:20][CH3:21])=[O:5])C.[CH2:22]([N:25]=[C:26]=[O:27])[CH2:23][CH3:24]>>[CH:17]([N:16]1[C:15]2[C:14]3[CH:13]=[CH:12][CH:11]=[C:10]([O:20][CH3:21])[C:9]=3[N:8]=[CH:7][C:6]=2[C:4](=[O:5])[N:25]([CH2:22][CH2:23][CH3:24])[C:26]1=[O:27])([CH3:18])[CH3:19]. Procedure details: 1-Isopropyl-7-methoxy-3-propyl-1H-pyrimido[5,4-c]quinoline-2,4-dione (23 mg) was prepared from 4-isopropylamino-8-methoxy-quinoline-3-carboxylic acid ethyl ester (60 mg, 0.20 mmol) and n-propyl isocyanate (1.0 mmol) following general procedure C. LCMS: m/z 328 [M+1]+. The reactants are CN(C)C=O (DMF), BrC1=CC=C(C2=CC=CC=C12)CCOC1OCCCC1 (1-bromo-4-(2-tetrahydropyranyloxyethyl)naphthalene), C(CCC)[Li] (n-Butyl lithium), solution. Run in C1CCOC1 (THF), CCCCCC (hexane). Reaction conditions: time 30 minute. Product: C(=O)C1=CC=C(C2=CC=CC=C12)CCOC1OCCCC1 (1-Formyl-4-(2-tetrahydropyranyloxyethyl)naphthalene). The yield is 54.0%. RXN SMILES: Br[C:2]1[C:11]2[C:6](=[CH:7][CH:8]=[CH:9][CH:10]=2)[C:5]([CH2:12][CH2:13][O:14][CH:15]2[CH2:20][CH2:19][CH2:18][CH2:17][O:16]2)=[CH:4][CH:3]=1.C([Li])CCC.CN([CH:29]=[O:30])C>C1COCC1.CCCCCC>[CH:29]([C:2]1[C:11]2[C:6](=[CH:7][CH:8]=[CH:9][CH:10]=2)[C:5]([CH2:12][CH2:13][O:14][CH:15]2[CH2:20][CH2:19][CH2:18][CH2:17][O:16]2)=[CH:4][CH:3]=1)=[O:30]. Procedure: A solution of 1-bromo-4-(2-tetrahydropyranyloxyethyl)naphthalene in anhydrous THF (15 mL) under nitrogen was cooled to −78° C. n-Butyl lithium (1.4 mL of a 2.5 M solution in hexane) was added via syringe, and the mixture was stirred at the same temperature for 30 min. DMF (1.1 mL) was added, and the mixture was allowed to reach room temperature. It was diluted with satd. NH4Cl solution (10 mL), extracted with ether (3×10 ml), dried (MgSO4) and concentrated. Flash chromatography using hexane/ethy... Reactants: CC(=O)OC=O, CCCC(NOC1CCCCO1)C(CC(C)C)C(=O)O, c1ccncc1. Yields the product CCCC(C(CC(C)C)C(=O)O)N(C=O)OC1CCCCO1. Reaction SMILES: [C:21]([O:22][CH:24]=[O:25])(=[O:23])[CH3:26].[O:1]1[CH:2]([O:7][NH:8][CH:9]([CH:10]([C:11](=[O:12])[OH:13])[CH2:14][CH:15]([CH3:16])[CH3:17])[CH2:18][CH2:19][CH3:20])[CH2:3][CH2:4][CH2:5][CH2:6]1.[cH:27]1[cH:28][cH:29][n:30][cH:31][cH:32]1>>[O:1]1[CH:2]([O:7][N:8]([CH:9]([CH:10]([C:11](=[O:12])[OH:13])[CH2:14][CH:15]([CH3:16])[CH3:17])[CH2:18][CH2:19][CH3:20])[CH:21]=[O:23])[CH2:3][CH2:4][CH2:5][CH2:6]1. Starting materials: CCCCc1ccc(B(O)O)cc1, COC(=O)CNc1cccc(-n2cc(-c3ccc(Cl)cc3Cl)nc2Cc2ccc(Br)cc2)c1. Product: CCCCc1ccc(-c2ccc(Cc3nc(-c4ccc(Cl)cc4Cl)cn3-c3cccc(NCC(=O)OC)c3)cc2)cc1. Reaction SMILES: [CH2:34]([CH2:35][CH2:36][CH3:37])[c:38]1[cH:39][cH:40][c:41]([B:44]([OH:45])[OH:46])[cH:42][cH:43]1.[CH3:1][O:2][C:3]([CH2:4][NH:5][c:6]1[cH:7][c:8](-[n:12]2[c:13]([CH2:25][c:26]3[cH:27][cH:28][c:29]([Br:32])[cH:30][cH:31]3)[n:14][c:15](-[c:17]3[c:18]([Cl:24])[cH:19][c:20]([Cl:23])[cH:21][cH:22]3)[cH:16]2)[cH:9][cH:10][cH:11]1)=[O:33]>>[CH3:1][O:2][C:3]([CH2:4][NH:5][c:6]1[cH:7][c:8](-[n:12]2[c:13]([CH2:25][c:26]3[cH:27][cH:28][c:29](-[c:41]4[cH:40][cH:39][c:38]([CH2:34][CH2:35][CH2:36][CH3:37])[cH:43][cH:42]4)[cH:30][cH:31]3)[n:14][c:15](-[c:17]3[c:18]([Cl:24])[cH:19][c:20]([Cl:23])[cH:21][cH:22]3)[cH:16]2)[cH:9][cH:10][cH:11]1)=[O:33]. The reactants are COCCBr, C1CCOC1, CC(C)(C)OC(=O)NC(CO)CC1CC1, [H-], [Na+]. The product is COCCOCC(CC1CC1)NC(=O)OC(C)(C)C. As a reaction SMILES: [Br:18][CH2:19][CH2:20][O:21][CH3:22].[CH2:23]1[O:24][CH2:25][CH2:26][CH2:27]1.[CH:3]1([CH2:6][CH:7]([CH2:8][OH:9])[NH:10][C:11]([O:12][C:13]([CH3:14])([CH3:15])[CH3:16])=[O:17])[CH2:4][CH2:5]1.[H-:2].[Na+:1]>>[CH:3]1([CH2:6][CH:7]([CH2:8][O:9][CH2:19][CH2:20][O:21][CH3:22])[NH:10][C:11]([O:12][C:13]([CH3:14])([CH3:15])[CH3:16])=[O:17])[CH2:4][CH2:5]1.